Dataset: the Open Reaction Database (ORD), a public repository of structured organic reaction records. Task: describe an organic reaction: reactants, conditions, products, and yield Reaction SMILES: [Br:1][c:2]1[cH:3][c:4]([CH:8]=[O:9])[c:5]([CH3:7])[o:6]1.[CH3:26][O:27][CH2:28][CH2:29][O:30][CH3:31].[Cl:10][c:11]1[n:12][cH:13][c:14]([B:17]([OH:18])[OH:19])[cH:15][cH:16]1.[Na+:20].[Na+:21].[O-:22][C:23](=[O:24])[O-:25].[OH2:109].[cH:32]1[cH:33][cH:34][c:35]([P:36]([Pd:37]([P:38]([c:39]2[cH:40][cH:41][cH:42][cH:43][cH:44]2)([c:45]2[cH:46][cH:47][cH:48][cH:49][cH:50]2)[c:51]2[cH:52][cH:53][cH:54][cH:55][cH:56]2)([P:57]([c:58]2[cH:59][cH:60][cH:61][cH:62][cH:63]2)([c:64]2[cH:65][cH:66][cH:67][cH:68][cH:69]2)[c:70]2[cH:71][cH:72][cH:73][cH:74][cH:75]2)[P:76]([c:77]2[cH:78][cH:79][cH:80][cH:81][cH:82]2)([c:83]2[cH:84][cH:85][cH:86][cH:87][cH:88]2)[c:89]2[cH:90][cH:91][cH:92][cH:93][cH:94]2)([c:95]2[cH:96][cH:97][cH:98][cH:99][cH:100]2)[c:101]2[cH:102][cH:103][cH:104][cH:105][cH:106]2)[cH:107][cH:108]1>>[c:2]1(-[c:14]2[cH:13][n:12][c:11]([Cl:10])[cH:16][cH:15]2)[cH:3][c:4]([CH:8]=[O:9])[c:5]([CH3:7])[o:6]1. The product is Cc1oc(-c2ccc(Cl)nc2)cc1C=O. Reactants: Cc1oc(Br)cc1C=O, COCCOC, OB(O)c1ccc(Cl)nc1, [Na+], [Na+], O=C([O-])[O-], O, c1ccc(P(c2ccccc2)(c2ccccc2)[Pd](P(c2ccccc2)(c2ccccc2)c2ccccc2)(P(c2ccccc2)(c2ccccc2)c2ccccc2)P(c2ccccc2)(c2ccccc2)c2ccccc2)cc1.